Dataset: the Open Reaction Database (ORD), a public repository of structured organic reaction records. Task: describe an organic reaction: reactants, conditions, products, and yield Reactants: NC1[C@@H]2N(C(=C(CS2)CCl)C(=O)OC(C2=CC=CC=C2)C2=CC=CC=C2)C1=O (diphenylmethyl 7-amino-3-chloromethyl3-cephem-4-carboxylate), NC=1SC=C(N1)/C(/C(=O)ON1N=NC2=C1C=CC=C2)=N/OC(C2=CC(=C(C=C2)O)O)C(=O)OC(C2=CC=CC=C2)C2=CC=CC=C2 (benzotriazol-1-yl 2-(2-aminothiazol-4-yl)2-(Z)-(diphenylmethyloxycarbonyl-(3,4-dihydroxyphenyl) methyl]oxyiminoacetate). Run in C(C)(=O)OCC (ethyl acetate), C1CCOC1 (THF). Run at time 5 hour. Yields the product NC=1SC=C(N1)/C(/C(=O)NC1[C@@H]2N(C(=C(CS2)CCl)C(=O)OC(C2=CC=CC=C2)C2=CC=CC=C2)C1=O)=N/OC(C1=CC(=C(C=C1)O)O)C(=O)OC(C1=CC=CC=C1)C1=CC=CC=C1 (Diphenylmethyl 7-[2-(2-aminothiazol-4-yl)-2-[(Z)-[diphenylmethyloxycarbonyl-(3,4-dihydroxyphenyl)methyl]oxyimino]-acetamido]-3-chloromethyl-3-cephem-4-carboxylate). Yield: 41.2%. RXN SMILES: [NH2:1][CH:2]1[C:27](=[O:28])[N:4]2[C:5]([C:11]([O:13][CH:14]([C:21]3[CH:26]=[CH:25][CH:24]=[CH:23][CH:22]=3)[C:15]3[CH:20]=[CH:19][CH:18]=[CH:17][CH:16]=3)=[O:12])=[C:6]([CH2:9][Cl:10])[CH2:7][S:8][C@H:3]12.[NH2:29][C:30]1[S:31][CH:32]=[C:33](/[C:35](=[N:48]/[O:49][CH:50]([C:59]([O:61][CH:62]([C:69]2[CH:74]=[CH:73][CH:72]=[CH:71][CH:70]=2)[C:63]2[CH:68]=[CH:67][CH:66]=[CH:65][CH:64]=2)=[O:60])[C:51]2[CH:56]=[CH:55][C:54]([OH:57])=[C:53]([OH:58])[CH:52]=2)/[C:36](ON2C3C=CC=CC=3N=N2)=[O:37])[N:34]=1>C1COCC1.C(OCC)(=O)C>[NH2:29][C:30]1[S:31][CH:32]=[C:33](/[C:35](=[N:48]/[O:49][CH:50]([C:59]([O:61][CH:62]([C:63]2[CH:68]=[CH:67][CH:66]=[CH:65][CH:64]=2)[C:69]2[CH:70]=[CH:71][CH:72]=[CH:73][CH:74]=2)=[O:60])[C:51]2[CH:56]=[CH:55][C:54]([OH:57])=[C:53]([OH:58])[CH:52]=2)/[C:36]([NH:1][CH:2]2[C:27](=[O:28])[N:4]3[C:5]([C:11]([O:13][CH:14]([C:15]4[CH:20]=[CH:19][CH:18]=[CH:17][CH:16]=4)[C:21]4[CH:22]=[CH:23][CH:24]=[CH:25][CH:26]=4)=[O:12])=[C:6]([CH2:9][Cl:10])[CH2:7][S:8][C@H:3]23)=[O:37])[N:34]=1. Procedure: To a solution of diphenylmethyl 7-amino-3-chloromethyl3-cephem-4-carboxylate (VIa) (685 mg, 1.65 mmol) in THF (8.3 ml) was added benzotriazol-1-yl 2-(2-aminothiazol-4-yl)2-(Z)-(diphenylmethyloxycarbonyl-(3,4-dihydroxyphenyl) methyl]oxyiminoacetate (IIIa) (955 mg, 1.50 mmol) and the mixture was stirred for 5 hr at room temperature. The reaction mixture was diluted with ethyl acetate, washed with water dried over MgSO4 and concentrated under reduced pressure. The crude product was chromatographed ... The reactants are BrCCc1ccccc1, CC1CSC2=CC=NC3=CC=CC(c4ccccc4)C321, CO, CC(C)O, Cl. The product is CC1C(CCc2ccccc2)SC2=CC=NC3=CC=CC(c4ccccc4)C321. As a reaction SMILES: [CH2:1]([CH2:2][c:3]1[cH:4][cH:5][cH:6][cH:7][cH:8]1)[Br:9].[CH3:10][CH:11]1[CH2:12][S:13][C:14]2=[CH:19][CH:18]=[N:17][C:16]3=[CH:20][CH:21]=[CH:22][CH:23]([c:24]4[cH:25][cH:26][cH:27][cH:28][cH:29]4)[C:15]123.[CH3:31][OH:32].[CH:33]([OH:34])([CH3:35])[CH3:36].[ClH:30]>>[CH2:1]([CH2:2][c:3]1[cH:4][cH:5][cH:6][cH:7][cH:8]1)[CH:12]1[CH:11]([CH3:10])[C:15]23[C:14](=[CH:19][CH:18]=[N:17][C:16]2=[CH:20][CH:21]=[CH:22][CH:23]3[c:24]2[cH:25][cH:26][cH:27][cH:28][cH:29]2)[S:13]1. The reactants are ClC(Cl)Cl, CN(CCO)CC(=O)N1CCCCCC1, O=S(Cl)Cl. The product is CN(CCCl)CC(=O)N1CCCCCC1. As a reaction SMILES: [CH:20]([Cl:21])([Cl:22])[Cl:23].[O:1]=[C:2]([CH2:3][N:4]([CH2:5][CH2:6][OH:7])[CH3:8])[N:9]1[CH2:10][CH2:11][CH2:12][CH2:13][CH2:14][CH2:15]1.[S:16]([Cl:17])([Cl:18])=[O:19]>>[O:1]=[C:2]([CH2:3][N:4]([CH2:5][CH2:6][Cl:18])[CH3:8])[N:9]1[CH2:10][CH2:11][CH2:12][CH2:13][CH2:14][CH2:15]1.